describe an organic reaction: reactants, conditions, products, and yield From a dataset of the Open Reaction Database (ORD), a public repository of structured organic reaction records. The reactants are C=1C=CC2=C(C1)N=NN2O (HOBt), N[C@@H](CC1=CC=CC=C1)C(=O)O (L-phenylalanine), N([C@@H](CC1=CC=CC=C1)C(=O)O)N=[N+]=[N-] (N3(L)PheOH), C1CCC(CC1)N=C=NC2CCCCC2 (DCC), ( g ), C(C1=CC=CC=C1)N (benzyl amine). Run in CN(C)C=O (DMF). The product is N([C@@H](CC1=CC=CC=C1)C(=O)O)N=[N+]=[N-] (N3(L)PheOH), N(=[N+]=[N-])[C@H](C(=O)NCC1=CC=CC=C1)CC1=CC=CC=C1 (2(S)-Azido-N-benzyl-3-phenyl-propionamide). RXN SMILES: N[C@H](C(O)=O)CC1C=CC=CC=1.[NH:13]([N:25]=[N+:26]=[N-:27])[C@H:14]([C:22]([OH:24])=[O:23])[CH2:15][C:16]1[CH:21]=[CH:20][CH:19]=[CH:18][CH:17]=1.C1C=CC2N(O)N=NC=2C=1.C1CCC(N=C=NC2CCCCC2)CC1.[CH2:53]([NH2:60])[C:54]1[CH:59]=[CH:58][CH:57]=[CH:56][CH:55]=1>CN(C=O)C>[NH:13]([N:25]=[N+:26]=[N-:27])[C@H:14]([C:22]([OH:24])=[O:23])[CH2:15][C:16]1[CH:21]=[CH:20][CH:19]=[CH:18][CH:17]=1.[N:13]([C@@H:14]([CH2:15][C:16]1[CH:17]=[CH:18][CH:19]=[CH:20][CH:21]=1)[C:22]([NH:60][CH2:53][C:54]1[CH:59]=[CH:58][CH:57]=[CH:56][CH:55]=1)=[O:24])=[N+:25]=[N-:26]. Reported procedure: N3(L)PheOH (1 SL) was synthesized from L-phenylalanine essentially by the procedure of Lundquist and Pelletier.17 N3(L)PheOH (1.08 g, 5.7 mmol) was dissolved in anhydrous DMF (40 mL). HOBt (0.87 g, 5.7 mmol) was then added, followed by DCC (1.17 g, 5.7 mmol). Once precipitate was observed in the reaction, benzyl amine (0.62 mL, 5.7 mmol) was added. The reaction was allowed to stir under Ar(g) for 3 h. The resulting precipitate (DCU) was removed by filtration, and the filtrate was concentrated un... Reactants: C(C1=CC=CC=C1)OC(=O)N[C@@H](C)C(=O)O (N-(benzyloxycarbonyl)alanine), CC1(N(C(CN1)=O)CC(=O)N)C (2,2-dimethyl-5-oxo-1-imidazolidineacetamide), C1(CCCCC1)N=C=NC1CCCCC1 (dicyclohexylcarbodiimide). Solvent: CN(C=O)C (dimethylformamide), CN(C=O)C (DMF). Run at temperature 0 celsius, time 2 hour. The product is C(C1=CC=CC=C1)OC(=O)NC(C(=O)N1C(N(C(C1)=O)CC(=O)N)(C)C)C (3-[2-(benzyloxycarbonylamino)propionyl]-2,2-dimethyl-5-oxo-1-imidazolidineacetamide). RXN SMILES: [CH2:1]([O:8][C:9]([NH:11][C@H:12]([C:14]([OH:16])=O)[CH3:13])=[O:10])[C:2]1[CH:7]=[CH:6][CH:5]=[CH:4][CH:3]=1.[CH3:17][C:18]1([CH3:28])[NH:22][CH2:21][C:20](=[O:23])[N:19]1[CH2:24][C:25]([NH2:27])=[O:26].C1(N=C=NC2CCCCC2)CCCCC1>CN(C)C=O>[CH2:1]([O:8][C:9]([NH:11][CH:12]([CH3:13])[C:14]([N:22]1[CH2:21][C:20](=[O:23])[N:19]([CH2:24][C:25]([NH2:27])=[O:26])[C:18]1([CH3:28])[CH3:17])=[O:16])=[O:10])[C:2]1[CH:3]=[CH:4][CH:5]=[CH:6][CH:7]=1. Procedure details: To a stirred, ice cold solution of N-(benzyloxycarbonyl)alanine (6.7 g) and 2,2-dimethyl-5-oxo-1-imidazolidineacetamide (5.2 g) in 100 ml of dimethylformamide (DMF), a solution of dicyclohexylcarbodiimide (DCC) (6.2 g) in 50 ml of DMF was added dropwise during 15'. The suspension was stirred at 0° C. for 2 hours and at room temperature for additional 2 hours. The insoluble material was filtered off, the solvent was evaporated under reduced pressure, affording crude 3-[2-(benzyloxycarbonylamino)p... Reactants: N#CNC(=N)CCCSc1nccc(NC(N)=NCC(F)(F)F)n1, CO, ClC(Cl)Cl, Cl, O. Yields the product N=C(CCCSc1nccc(NC(N)=NCC(F)(F)F)n1)NC(N)=O. As a reaction SMILES: [C:1](#[N:2])[NH:3][C:4]([CH2:5][CH2:6][CH2:7][S:8][c:9]1[n:10][cH:11][cH:12][c:13]([NH:15][C:16](=[N:17][CH2:18][C:19]([F:20])([F:21])[F:22])[NH2:23])[n:14]1)=[NH:24].[CH3:31][OH:32].[CH:27]([Cl:28])([Cl:29])[Cl:30].[ClH:26].[OH2:25]>>[C:1]([NH2:2])([NH:3][C:4]([CH2:5][CH2:6][CH2:7][S:8][c:9]1[n:10][cH:11][cH:12][c:13]([NH:15][C:16](=[N:17][CH2:18][C:19]([F:20])([F:21])[F:22])[NH2:23])[n:14]1)=[NH:24])=[O:25]. The reactants are NC1=NC(=CC(=N1)N)O (2,4-diamino-6-hydroxypyrimidine), ClCC=O (chloroacetaldehyde), C(C)(=O)[O-].[Na+] (sodium acetate), CN(C)C=O (DMF). Solvent: O (water). Run at time 2 day. Yields the product NC=1NC(C2=C(N1)NC=C2)=O (2-Amino-3,7-dihydro-pyrrolo[2,3-d]pyrimidin-4-one). Isolated yield 52.3%. RXN SMILES: [NH2:1][C:2]1[N:7]=[C:6]([NH2:8])[CH:5]=[C:4]([OH:9])[N:3]=1.Cl[CH2:11][CH:12]=O.C([O-])(=O)C.[Na+].CN(C=O)C>O>[NH2:1][C:2]1[NH:3][C:4](=[O:9])[C:5]2[CH:12]=[CH:11][NH:8][C:6]=2[N:7]=1 |f:2.3|. Procedure: A mixture of 2,4-diamino-6-hydroxypyrimidine (300 g, 2.37 mol), chloroacetaldehyde (50% aq. solution, 382 g, 2.43 mol, 303 mL, 1.02 eq.), sodium acetate (195 g, 2.37 mol), DMF (2.5 L), and water (360 mL) was stirred mechanically at rt for 2 days. The resulting solid was collected by filtration, and washed with water (50 mL×3). The mother liquor was concentrated to give additional material which was washed with water (50 mL×3). The combined solid materials were recrystallized from MeOH to give th...